Dataset: the Open Reaction Database (ORD), a public repository of structured organic reaction records. Task: describe an organic reaction: reactants, conditions, products, and yield Reactants: O=C(c1ncc[nH]1)c1ncc[nH]1, C1CCOC1, Cc1cc(Oc2ccccc2)c(C(F)(F)F)cc1C(=O)O, COC(=O)c1cc(Br)c(Oc2ccccc2)cc1C, C[N+](C)(C)C, O=C([O-])C(F)(F)F, [I-], [K+], N=C(N)N. Yields the product Cc1cc(Oc2ccccc2)c(C(F)(F)F)cc1C(=O)N=C(N)N. Reaction SMILES: [C:49]([c:50]1[nH:51][cH:52][cH:53][n:54]1)([c:55]1[nH:56][cH:57][cH:58][n:59]1)=[O:60].[CH2:71]1[O:72][CH2:73][CH2:74][CH2:75]1.[CH3:1][c:2]1[c:3]([C:4](=[O:5])[OH:6])[cH:7][c:8]([C:18]([F:19])([F:20])[F:21])[c:9]([O:11][c:12]2[cH:13][cH:14][cH:15][cH:16][cH:17]2)[cH:10]1.[CH3:22][c:23]1[cH:24][c:25]([O:26][c:27]2[cH:28][cH:29][cH:30][cH:31][cH:32]2)[c:33]([Br:34])[cH:35][c:36]1[C:37]([O:38][CH3:39])=[O:40].[CH3:66][N+:67]([CH3:68])([CH3:69])[CH3:70].[F:41][C:42]([F:43])([F:44])[C:45]([O-:46])=[O:47].[I-:65].[K+:48].[NH2:61][C:62]([NH2:63])=[NH:64]>>[CH3:1][c:2]1[c:3]([C:4](=[O:5])[N:61]=[C:62]([NH2:63])[NH2:64])[cH:7][c:8]([C:18]([F:19])([F:20])[F:21])[c:9]([O:11][c:12]2[cH:13][cH:14][cH:15][cH:16][cH:17]2)[cH:10]1. Starting materials: [F-].C(CCC)[N+](CCCC)(CCCC)CCCC (Tetrabutylammoniumfluoride), [Si](C)(C)(C(C)(C)C)OCC1CC(=NO1)C1=CC=C(C=C1)C1=CC=C(C=C1)N1C(O[C@H](C1)CN1N=NC(=C1)C)=O ((5R)-3-{4′-[5-({[tert-Butyl(dimethyl)silyl]oxy}methyl)-4,5-dihydroisoxazol-3-yl]-1,1′-biphenyl-4-yl}-5-[(4-methyl-1H-1,2,3-triazol-1-yl)methyl]-1,3-oxazolidin-2-one), O (water). The solvent is C(C)(=O)OCC (ethyl acetate), C1CCOC1 (THF). Conditions: temperature 25 celsius, time 1.5 hour. Yields the product OCC1CC(=NO1)C1=CC=C(C=C1)C1=CC=C(C=C1)N1C(O[C@H](C1)CN1N=NC(=C1)C)=O ((5R)-3-{4′-[5-(Hydroxymethyl)-4,5-dihydroisoxazol-3-yl]-1,1′-biphenyl-4-yl}-5-[(4-methyl-1H-1,2,3-triazol-1-yl)methyl]-1,3-oxazolidin-2-one). Isolated yield 15.6%. RXN SMILES: [Si]([O:8][CH2:9][CH:10]1[O:14][N:13]=[C:12]([C:15]2[CH:20]=[CH:19][C:18]([C:21]3[CH:26]=[CH:25][C:24]([N:27]4[CH2:31][C@H:30]([CH2:32][N:33]5[CH:37]=[C:36]([CH3:38])[N:35]=[N:34]5)[O:29][C:28]4=[O:39])=[CH:23][CH:22]=3)=[CH:17][CH:16]=2)[CH2:11]1)(C(C)(C)C)(C)C.[F-].C([N+](CCCC)(CCCC)CCCC)CCC.O>C1COCC1.C(OCC)(=O)C>[OH:8][CH2:9][CH:10]1[O:14][N:13]=[C:12]([C:15]2[CH:16]=[CH:17][C:18]([C:21]3[CH:22]=[CH:23][C:24]([N:27]4[CH2:31][C@H:30]([CH2:32][N:33]5[CH:37]=[C:36]([CH3:38])[N:35]=[N:34]5)[O:29][C:28]4=[O:39])=[CH:25][CH:26]=3)=[CH:19][CH:20]=2)[CH2:11]1 |f:1.2|. Reported procedure: (5R)-3-{4′-[5-({[tert-Butyl(dimethyl)silyl]oxy}methyl)-4,5-dihydroisoxazol-3-yl]-1,1′-biphenyl-4-yl}-5-[(4-methyl-1H-1,2,3-triazol-1-yl)methyl]-1,3-oxazolidin-2-one (0.2 g, 0.37 mmol) was dissolved in THF (5 ml) at 25° C. Tetrabutylammoniumfluoride.3H2O (0.11 g, 0.40 mmol) was added as a solid and the reaction was stirred at 25° C. for 1.5 hours. The mixture was then diluted with ethyl acetate (50 ml) and poured into water. The layers were separated and the aqueous layer was extracted three time... Starting materials: C, CC(=O)OCC1OC(Oc2n[nH]c(C)c2Cc2ccc(-c3ccc(OCc4ccccc4)cc3)cc2)C(OC(C)=O)C(OC(C)=O)C1OC(C)=O, CO, [Pd]. The product is CC(=O)OCC1OC(Oc2n[nH]c(C)c2Cc2ccc(-c3ccc(O)cc3)cc2)C(OC(C)=O)C(OC(C)=O)C1OC(C)=O. As a reaction SMILES: [C:54].[CH2:1]([c:2]1[cH:3][cH:4][cH:5][cH:6][cH:7]1)[O:8][c:9]1[cH:10][cH:11][c:12](-[c:15]2[cH:16][cH:17][c:18]([CH2:21][c:22]3[c:23]([O:28][CH:29]4[CH:30]([O:31][C:32]([CH3:33])=[O:34])[CH:35]([O:36][C:37]([CH3:38])=[O:39])[CH:40]([O:41][C:42]([CH3:43])=[O:44])[CH:45]([CH2:47][O:48][C:49]([CH3:50])=[O:51])[O:46]4)[n:24][nH:25][c:26]3[CH3:27])[cH:19][cH:20]2)[cH:13][cH:14]1.[CH3:52][OH:53].[Pd:55]>>[OH:8][c:9]1[cH:10][cH:11][c:12](-[c:15]2[cH:16][cH:17][c:18]([CH2:21][c:22]3[c:23]([O:28][CH:29]4[CH:30]([O:31][C:32]([CH3:33])=[O:34])[CH:35]([O:36][C:37]([CH3:38])=[O:39])[CH:40]([O:41][C:42]([CH3:43])=[O:44])[CH:45]([CH2:47][O:48][C:49]([CH3:50])=[O:51])[O:46]4)[n:24][nH:25][c:26]3[CH3:27])[cH:19][cH:20]2)[cH:13][cH:14]1. The reactants are O.NN (hydrazine monohydrate), C(CO)(=O)OCC (ethyl glycolate), aqueous solution, [OH-].[Na+] (sodium hydroxide), ice water, Cl (hydrochloric acid), C(CCC)N=C=S (n-butyl isothiocyanate). Run in C(C)O (ethanol). Conditions: time 6 hour. Product: C(CCC)N1C(=NN=C1S)CO (4-n-butyl-3-hydroxymethyl-5-mercapto-4H-1,2,4-triazole). Yield: 80.8%. Reaction SMILES: O.[NH2:2][NH2:3].C([O:8][CH2:9][CH3:10])(=O)CO.[CH2:11]([N:15]=[C:16]=[S:17])[CH2:12][CH2:13][CH3:14].[OH-].[Na+].Cl>C(O)C>[CH2:11]([N:15]1[C:16]([SH:17])=[N:3][N:2]=[C:10]1[CH2:9][OH:8])[CH2:12][CH2:13][CH3:14] |f:0.1,4.5|. Procedure: To a solution of hydrazine monohydrate (7.5 g) in ethanol (75 ml), ethyl glycolate (15.6 g) was slowly added dropwise with keeping the reaction temperature under 10° C. at room temperature. The mixture was stirred for 6 hours at room temperature, and n-butyl isothiocyanate (17.3 g) was slowly added dropwise thereto with keeping the reaction temperature under 10° C. The mixture was stirred at room temperature for 5 hours and at 40° C. for 8 hours, cooled to room temperature, and ice-water (50 ml)... Starting materials: NC1=NNC2=C1C(N(C=C2C2=NC=C(C=C2)N2CCOCC2)C(C)C(C)C)=O (Racemic 3-amino-5-(3-methylbutan-2-yl)-7-(5-(morpholin-4-yl)pyridin-2-yl)-1,5-dihydro-4H-pyrazolo[4,3-c]pyridin-4-one), CCCCCC.C(C)O.C(C)NCC (hexane ethanol diethylamine). The product is NC1=NNC2=C1C(N(C=C2C2=NC=C(C=C2)N2CCOCC2)[C@@H](C)C(C)C)=O (3-amino-5-((2S)-3-methylbutan-2-yl)-7-(5-(morpholin-4-yl)pyridin-2-yl)-1,5-dihydro-4H-pyrazolo[4,3-c]pyridin-4-one). The yield is 44.4%. As a reaction SMILES: [NH2:1][C:2]1[C:6]2[C:7](=[O:28])[N:8]([CH:23]([CH:25]([CH3:27])[CH3:26])[CH3:24])[CH:9]=[C:10]([C:11]3[CH:16]=[CH:15][C:14]([N:17]4[CH2:22][CH2:21][O:20][CH2:19][CH2:18]4)=[CH:13][N:12]=3)[C:5]=2[NH:4][N:3]=1.CCCCCC.C(O)C.C(NCC)C>>[NH2:1][C:2]1[C:6]2[C:7](=[O:28])[N:8]([C@H:23]([CH:25]([CH3:27])[CH3:26])[CH3:24])[CH:9]=[C:10]([C:11]3[CH:16]=[CH:15][C:14]([N:17]4[CH2:18][CH2:19][O:20][CH2:21][CH2:22]4)=[CH:13][N:12]=3)[C:5]=2[NH:4][N:3]=1 |f:1.2.3|. Reported procedure: Racemic 3-amino-5-(3-methylbutan-2-yl)-7-(5-(morpholin-4-yl)pyridin-2-yl)-1,5-dihydro-4H-pyrazolo[4,3-c]pyridin-4-one obtained in Example 116 (90 mg) was resolved by HPLC (column: CHIRALCEL OJ, 50 mmID×500 mmL, manufactured by Daicel Chemical Industries, mobile phase: hexane/ethanol/diethylamine=700/300/1(v/v/v)) to give the title compound (40 mg) having a longer retention time. 99.2% ee (HPLC (column: CHIRALCEL OJ3, 4.6 mmID×250 mmL, manufactured by Daicel Chemical Industries, mobile phase: hex... Reactants: CCCBr, Sc1ccc(Br)cc1, CN(C)C=O, [H-], [Na+], O. Yields the product CCCSc1ccc(Br)cc1. Reaction SMILES: [Br:11][CH2:12][CH2:13][CH3:14].[Br:1][c:2]1[cH:3][cH:4][c:5]([SH:8])[cH:6][cH:7]1.[CH3:16][N:17]([CH3:18])[CH:19]=[O:20].[H-:9].[Na+:10].[OH2:15]>>[Br:1][c:2]1[cH:3][cH:4][c:5]([S:8][CH2:12][CH2:13][CH3:14])[cH:6][cH:7]1.